The task is: describe an organic reaction: reactants, conditions, products, and yield. This data is from the Open Reaction Database (ORD), a public repository of structured organic reaction records. The reactants are OO (Hydrogen peroxide), Cl (HCl), COC=1C=C(C=C2C=C(C(OC12)C(F)(F)F)C(=O)OCC)B1OC(C(O1)(C)C)(C)C (ethyl 8-methoxy-6-(4,4,5,5-tetramethyl-1,3,2-dioxaborolan-2-yl)-2-(trifluoromethyl)-2H-chromene-3-carboxylate), [OH-].[Na+] (sodium hydroxide). Run in C1CCOC1 (THF), O (water). Conditions: temperature 0 celsius, time 3 hour. Yields the product OC=1C=C2C=C(C(OC2=C(C1)OC)C(F)(F)F)C(=O)OCC (ethyl 6-hydroxy-8-methoxy-2-(trifluoromethyl)-2H-chromene-3-carboxylate). Isolated yield 424.6%. Reaction SMILES: [CH3:1][O:2][C:3]1[CH:4]=[C:5](B2OC(C)(C)C(C)(C)O2)[CH:6]=[C:7]2[C:12]=1[O:11][CH:10]([C:13]([F:16])([F:15])[F:14])[C:9]([C:17]([O:19][CH2:20][CH3:21])=[O:18])=[CH:8]2.[OH:31]O.[OH-].[Na+].Cl>C1COCC1.O>[OH:31][C:5]1[CH:6]=[C:7]2[C:12](=[C:3]([O:2][CH3:1])[CH:4]=1)[O:11][CH:10]([C:13]([F:14])([F:16])[F:15])[C:9]([C:17]([O:19][CH2:20][CH3:21])=[O:18])=[CH:8]2 |f:2.3|. Procedure details: The ethyl 8-methoxy-6-(4,4,5,5-tetramethyl-1,3,2-dioxaborolan-2-yl)-2-(trifluoromethyl)-2H-chromene-3-carboxylate (0.21 g, 0.49 mmole) was dissolved in THF (3 mL) and cooled to 0° C. (ice bath). Hydrogen peroxide (0.25 g, 0.074 mmole) followed by 2.5N sodium hydroxide (0.20 mL) was added dropwise and the resulting solution was stirred for 3 hours. The contents were poured into water (20 mL) and acidified using 2.4 N HCl to pH around 1 and extracted with EtOAc (2×20 mL). The combined extracts wer... The reactants are [Al+3], C1CCOC1, [H-], [H-], [H-], [H-], [Li+], CCOC(=O)C(C)(C)c1ccc(N)cc1, [Na+], [OH-]. The product is CC(C)(CO)c1ccc(N)cc1. As a reaction SMILES: [Al+3:17].[CH2:24]1[O:25][CH2:26][CH2:27][CH2:28]1.[H-:16].[H-:19].[H-:20].[H-:21].[Li+:18].[NH2:1][c:2]1[cH:3][cH:4][c:5]([C:8]([C:9](=[O:10])[O:11][CH2:12][CH3:13])([CH3:14])[CH3:15])[cH:6][cH:7]1.[Na+:23].[OH-:22]>>[NH2:1][c:2]1[cH:3][cH:4][c:5]([C:8]([CH2:9][OH:10])([CH3:14])[CH3:15])[cH:6][cH:7]1. Starting materials: NC=1C=CC2=C([C@@]3([C@H](S(C(C(=N3)NC(OC(C)(C)C)=O)(C)C)(=O)=O)CCO2)C)C1 (tert-butyl ((4aR,11bR)-10-amino-3,3,11b-trimethyl-4,4-dioxido-4a,5,6,11b-tetrahydro-3H-benzo[6,7]oxepino[4,5-b][1,4]thiazin-2-yl)carbamate), NC=1C=CC2=C([C@@]3([C@H](S(C(C(=N3)NC(OC(C)(C)C)=O)(C)C)(=O)=O)CCO2)C)C1 (tert-butyl ((4aR,11bR)-10-amino-3,3,11b-trimethyl-4,4-dioxido-4a,5,6,11b-tetrahydro-3H-benzo[6,7]oxepino[4,5-b][1,4]thiazin-2-yl)carbamate), FC(C(=O)O)(F)F (trifluoroacetic acid). Run in C(Cl)Cl (DCM). Yields the product CC1(C(=N[C@]2([C@H](S1(=O)=O)CCOC1=C2C=C(C=C1)N)C)N)C ((4aR,11bR)-3,3,11b-trimethyl-4,4-dioxo-5,6-dihydro-4aH-[1]benzoxepino[4,5-b][1,4]thiazine-2,10-diamine). The yield is 76.6%. As a reaction SMILES: [NH2:1][C:2]1[CH:3]=[CH:4][C:5]2[O:27][CH2:26][CH2:25][C@H:8]3[S:9](=[O:24])(=[O:23])[C:10]([CH3:22])([CH3:21])[C:11]([NH:13]C(=O)OC(C)(C)C)=[N:12][C@:7]3([CH3:28])[C:6]=2[CH:29]=1.FC(F)(F)C(O)=O>C(Cl)Cl>[CH3:21][C:10]1([CH3:22])[S:9](=[O:23])(=[O:24])[C@@H:8]2[CH2:25][CH2:26][O:27][C:5]3[CH:4]=[CH:3][C:2]([NH2:1])=[CH:29][C:6]=3[C@@:7]2([CH3:28])[N:12]=[C:11]1[NH2:13]. Procedure details: A solution of tert-butyl ((4aR,11bR)-10-amino-3,3,11b-trimethyl-4,4-dioxido-4a,5,6,11b-tetrahydro-3H-benzo[6,7]oxepino[4,5-b][1,4]thiazin-2-yl)carbamate (intermediate 19) (308 mg, 0.727 mmol) in DCM (5.5 ml) was treated with trifluoroacetic acid (2.70 ml, 36.4 mmol) for 15 min. The mixture was concentrated, redissolved in DCM, diluted with water and free-based with a saturated solution of NaHCO3. The mixture was extracted with DCM, organic extract was washed with brine, filtered through pad of c... Starting materials: CC(C)(C)OC(=O)N1CC(COc2cccc(Cl)c2)OC1=O, C1CCOC1, O=C(O)C(F)(F)F. Product: O=C1NCC(COc2cccc(Cl)c2)O1. Reaction SMILES: [Cl:8][c:9]1[cH:10][c:11]([O:12][CH2:13][CH:14]2[CH2:15][N:16]([C:20]([O:21][C:22]([CH3:23])([CH3:24])[CH3:25])=[O:26])[C:17](=[O:19])[O:18]2)[cH:27][cH:28][cH:29]1.[O:30]1[CH2:31][CH2:32][CH2:33][CH2:34]1.[OH:1][C:2]([C:3]([F:4])([F:5])[F:6])=[O:7]>>[Cl:8][c:9]1[cH:10][c:11]([O:12][CH2:13][CH:14]2[CH2:15][NH:16][C:17](=[O:19])[O:18]2)[cH:27][cH:28][cH:29]1. Reactants: CC1(OB(OC1(C)C)C1=CC=C(C=C1)NC1=NOC2=C1C=CC(=C2)C(F)(F)F)C (N-[4-(4,4,5,5-tetramethyl-1,3,2-dioxaborolan-2-yl)phenyl]-N-[6-(trifluoromethyl)benzo[d]isoxazol-3-yl]amine), IC1=NN(C2=NC=NC(=C21)N)[C@@H]2CC[C@H](CC2)N2CCN(CC2)C (trans-3-iodo-1-[4-(4-methylpiperazino)-cyclohexyl]-1H-pyrazolo[3,4-d]pyrimidin-4-amine), tetrakis-(triphenylphosphine)palladium, C([O-])([O-])=O.[Na+].[Na+] (sodium carbonate). Solvent: COCCOC (ethylene glycol dimethyl ether), O (water). The product is C(C)(=O)O.NC1=C2C(=NC=N1)N(N=C2C2=CC=C(C=C2)NC2=NOC1=C2C=CC(=C1)C(F)(F)F)[C@@H]1CC[C@H](CC1)N1CCN(CC1)C (trans-N3-(4-{4-amino-1-[4-(4-methylpiperazino)cyclohexyl]-1H-pyrazolo[3,4-d]pyrimidin-3-yl}phenyl)-6-(trifluoromethyl)benzo[d]isoxazol-3-amine acetate). Isolated yield 27.3%. As a reaction SMILES: C[C:2]1([CH3:29])C(C)(C)OB([C:9]2[CH:14]=[CH:13][C:12]([NH:15][C:16]3[C:20]4[CH:21]=[CH:22][C:23]([C:25]([F:28])([F:27])[F:26])=[CH:24][C:19]=4[O:18][N:17]=3)=[CH:11][CH:10]=2)[O:3]1.I[C:31]1[C:39]2[C:34](=[N:35][CH:36]=[N:37][C:38]=2[NH2:40])[N:33]([C@H:41]2[CH2:46][CH2:45][C@H:44]([N:47]3[CH2:52][CH2:51][N:50]([CH3:53])[CH2:49][CH2:48]3)[CH2:43][CH2:42]2)[N:32]=1.C(=O)([O-])[O-:55].[Na+].[Na+]>COCCOC.O>[C:2]([OH:55])(=[O:3])[CH3:29].[NH2:40][C:38]1[N:37]=[CH:36][N:35]=[C:34]2[N:33]([C@H:41]3[CH2:46][CH2:45][C@H:44]([N:47]4[CH2:52][CH2:51][N:50]([CH3:53])[CH2:49][CH2:48]4)[CH2:43][CH2:42]3)[N:32]=[C:31]([C:9]3[CH:10]=[CH:11][C:12]([NH:15][C:16]4[C:20]5[CH:21]=[CH:22][C:23]([C:25]([F:27])([F:28])[F:26])=[CH:24][C:19]=5[O:18][N:17]=4)=[CH:13][CH:14]=3)[C:39]=12 |f:2.3.4,7.8|. Procedure details: A mixture of N-[4-(4,4,5,5-tetramethyl-1,3,2-dioxaborolan-2-yl)phenyl]-N-[6-(trifluoromethyl)benzo[d]isoxazol-3-yl]amine (0.062 g, 0.000153 mol), trans-3-iodo-1-[4-(4-methylpiperazino)-cyclohexyl]-1H-pyrazolo[3,4-d]pyrimidin-4-amine (0.065 g, 0.000146 mol), tetrakis-(triphenylphosphine)palladium (0.010 g, 0.0000087 mol) and sodium carbonate (0.039 g, 0.000365 mol) was heated in a mixture of ethylene glycol dimethyl ether (4 mL) and water (2 mL) at 80° C. for 16 hours under an atmosphere of nitro...